The task is: describe an organic reaction: reactants, conditions, products, and yield. This data is from the Open Reaction Database (ORD), a public repository of structured organic reaction records. Starting materials: Br, CCC(C)(C)O, [K+], N#CC(c1ccccc1)(c1ccccc1)C1CCN(CCc2ccc3c(c2)CCO3)C1, [OH-], O. Yields the product NC(=O)C(c1ccccc1)(c1ccccc1)C1CCN(CCc2ccc3c(c2)CCO3)C1. Reaction SMILES: [BrH:3].[CH3:36][C:37]([OH:38])([CH2:39][CH3:40])[CH3:41].[K+:2].[O:4]1[CH2:5][CH2:6][c:7]2[c:8]1[cH:9][cH:10][c:11]([CH2:13][CH2:14][N:15]1[CH2:16][CH:17]([C:20]([C:21]#[N:22])([c:23]3[cH:24][cH:25][cH:26][cH:27][cH:28]3)[c:29]3[cH:30][cH:31][cH:32][cH:33][cH:34]3)[CH2:18][CH2:19]1)[cH:12]2.[OH-:1].[OH2:35]>>[O:1]=[C:21]([C:20]([CH:17]1[CH2:16][N:15]([CH2:14][CH2:13][c:11]2[cH:10][cH:9][c:8]3[c:7]([cH:12]2)[CH2:6][CH2:5][O:4]3)[CH2:19][CH2:18]1)([c:23]1[cH:24][cH:25][cH:26][cH:27][cH:28]1)[c:29]1[cH:30][cH:31][cH:32][cH:33][cH:34]1)[NH2:22]. Solvent: S(O)(O)(=O)=O (sulfuric acid). As a reaction SMILES: N1C=C[CH:3]=N1.[N:6]1[CH:11]=CC=[CH:8][C:7]=1[CH2:12][C:13]1[NH:17]N=NN=1.[N+:18]([O-:21])(O)=[O:19]>S(=O)(=O)(O)O>[N+:18]([C:12]1[C:13]([CH3:3])=[N:17][N:6]([CH3:11])[C:7]=1[CH3:8])([O-:21])=[O:19]. Procedure details: The pyrazole from (a) above (3.1 g; 0.028, moles) was dissolved in cold sulfuric acid (15 mL), cooled to 0° C., and then treated with fuming nitric acid (12 mL). The acidic solution was heated on a steam bath for 2 hours, cooled to room temperature, and poured over ice. The solution was made basic (pH=12) and the precipitate was collected by filtration and washed with water. Yield: 2.3 g (53%), white solid. 1H NMR (CDCl3) δ3.7 (s, 3H), 2.6 (s, 3H), 2.5 (s, 3H) ppm. Reaction conditions: temperature 0 celsius. Product: [N+](=O)([O-])C=1C(=NN(C1C)C)C (4-Nitro-1,3,5-trimethylpyrazole). The reactants are N1N=CC=C1 (pyrazole), N1=C(C=CC=C1)CC1=NN=NN1 (5-(2-Pyridylmethyl)-1H-tetrazole), [N+](=O)(O)[O-] (nitric acid). Reactants: ClC1=CC=C2C(=N1)C=CN2 (5-chloro-1H-pyrrolo[3,2-b]pyridine), FC1=C(C=CC=C1)B(O)O (2-fluorophenylboronic acid). Reagents/catalysts: [Pd+2].ClC1=C([C-](C=C1)P(C1=CC=CC=C1)C1=CC=CC=C1)Cl.[C-]1(C=CC=C1)P(C1=CC=CC=C1)C1=CC=CC=C1.[Fe+2] (dichloro 1,1′-bis(diphenylphosphino)ferrocene palladium (II)). Run at temperature 120 celsius. The product is FC1=C(C=CC=C1)C1=CC=C2C(=N1)C=CN2 (5-(2-fluorophenyl)-1H-pyrrolo[3,2-b]pyridine). The yield is 95.9%. As a reaction SMILES: Cl[C:2]1[N:7]=[C:6]2[CH:8]=[CH:9][NH:10][C:5]2=[CH:4][CH:3]=1.[F:11][C:12]1[CH:17]=[CH:16][CH:15]=[CH:14][C:13]=1B(O)O>[Pd+2].ClC1C=C[C-](P(C2C=CC=CC=2)C2C=CC=CC=2)C=1Cl.[C-]1(P(C2C=CC=CC=2)C2C=CC=CC=2)C=CC=C1.[Fe+2]>[F:11][C:12]1[CH:17]=[CH:16][CH:15]=[CH:14][C:13]=1[C:2]1[N:7]=[C:6]2[CH:8]=[CH:9][NH:10][C:5]2=[CH:4][CH:3]=1 |f:2.3.4.5|. Procedure: A mixture of 5-chloro-1H-pyrrolo[3,2-b]pyridine (150 mg, 0.983 mmol, Matrix Scientific), 2-fluorophenylboronic acid (275 mg, 1.966 mmol, Aldrich) and dichloro 1,1′-bis(diphenylphosphino)ferrocene palladium (II) (80 mg, 0.098 mmol, Strem) was capped, degassed and backfilled with argon (3×). Toluene (2 mL), EtOH (2 mL) and Na2CO3, 2.0 M (0.983 mL, 1.966 mmol) were added, and the reaction was heated to 120° C. in a microwave for 45 min. The solution was diluted with EtOAc (50 mL) and washed with br... Reactants: C(CCC)[Sn](C1=CN=C2N1C=CC(=N2)C(F)(F)F)(CCCC)CCCC (3-Tributylstannyl-7-trifluoromethylimidazo[1,2-α]pyrimidine), BrC=1C=CC(=NC1)C1=CC=C(C=C1)F (5-bromo-2-(4-fluorophenyl)pyridine). Yields the product FC1=CC=C(C=C1)C1=NC=C(C=C1)C1=CN=C2N1C=CC(=N2)C(F)(F)F (3-[2-(4-fluorophenyl)pyridin-5-yl]-7-trifluoromethylimidazo[1,2-α]pyrimidine). RXN SMILES: C([Sn](CCCC)(CCCC)[C:6]1[N:10]2[CH:11]=[CH:12][C:13]([C:15]([F:18])([F:17])[F:16])=[N:14][C:9]2=[N:8][CH:7]=1)CCC.Br[C:28]1[CH:29]=[CH:30][C:31]([C:34]2[CH:39]=[CH:38][C:37]([F:40])=[CH:36][CH:35]=2)=[N:32][CH:33]=1>>[F:40][C:37]1[CH:36]=[CH:35][C:34]([C:31]2[CH:30]=[CH:29][C:28]([C:6]3[N:10]4[CH:11]=[CH:12][C:13]([C:15]([F:16])([F:17])[F:18])=[N:14][C:9]4=[N:8][CH:7]=3)=[CH:33][N:32]=2)=[CH:39][CH:38]=1. Procedure details: 3-Tributylstannyl-7-trifluoromethylimidazo[1,2-α]pyrimidine was reacted with 5-bromo-2-(4-fluorophenyl)pyridine by the method of Example 1 to furnish 3-[2-(4-fluorophenyl)pyridin-5-yl]-7-trifluoromethylimidazo[1,2-α]pyrimidine (47mg) as a yellow solid: δH (400 MHz, CDCl3) 7.19-7.25 (2H, m), 7.31 (1H, d, J 7), 7.90-7.97 (2H, m), 8.06-8.11 (2H, m), 8.19 (1H, s), 8.82 (1H, d, J 7), 8.91 (1H, dd, J 2 and 1); m/z (ES+) 358, 359 (M++H). Starting materials: CCc1cc2c(cc1OCOC)CCC1C2CCC2(C)C(O)CCC12, COCCBr, CCOC(C)=O, Cc1ccccc1, [Cl-], [H-], [NH4+], [Na+]. The product is CCc1cc2c(cc1OCOC)CCC1C2CCC2(C)C(OCCOC)CCC12. Reaction SMILES: [CH2:1]([CH3:2])[c:3]1[cH:4][c:5]2[c:17]([cH:18][c:19]1[O:20][CH2:21][O:22][CH3:23])[CH2:16][CH2:15][CH:14]1[CH:6]2[CH2:7][CH2:8][C:9]2([CH3:25])[CH:10]([OH:24])[CH2:11][CH2:12][CH:13]21.[CH3:28][O:29][CH2:30][CH2:31][Br:32].[CH3:35][CH2:36][O:37][C:38](=[O:39])[CH3:40].[CH3:41][c:42]1[cH:43][cH:44][cH:45][cH:46][cH:47]1.[Cl-:33].[H-:26].[NH4+:34].[Na+:27]>>[CH2:1]([CH3:2])[c:3]1[cH:4][c:5]2[c:17]([cH:18][c:19]1[O:20][CH2:21][O:22][CH3:23])[CH2:16][CH2:15][CH:14]1[CH:6]2[CH2:7][CH2:8][C:9]2([CH3:25])[CH:10]([O:24][CH2:31][CH2:30][O:29][CH3:28])[CH2:11][CH2:12][CH:13]21. The reactants are C(=O)(OC(C)(C)C)NCC(CSC1=CC=C(C=C1)[N+](=O)[O-])Cl (N-BOC 1-amino-2-chloro-3-(p-nitrophenyl)thiopropane), ClC1=CC(=CC=C1)C(=O)OO (m-chloroperbenzoic acid). The solvent is C(Cl)Cl (CH2Cl2), C(Cl)Cl (CH2Cl2). Run at temperature 25 celsius, time 1 hour. Yields the product C(=O)(OC(C)(C)C)NCC(CS(=O)C1=CC=C(C=C1)[N+](=O)[O-])Cl (N-BOC 1-amino-2-chloro-3-(p-nitrophenyl)sulfinylpropane). As a reaction SMILES: [C:1]([NH:8][CH2:9][CH:10]([Cl:22])[CH2:11][S:12][C:13]1[CH:18]=[CH:17][C:16]([N+:19]([O-:21])=[O:20])=[CH:15][CH:14]=1)([O:3][C:4]([CH3:7])([CH3:6])[CH3:5])=[O:2].ClC1C=CC=C(C(OO)=[O:31])C=1>C(Cl)Cl>[C:1]([NH:8][CH2:9][CH:10]([Cl:22])[CH2:11][S:12]([C:13]1[CH:14]=[CH:15][C:16]([N+:19]([O-:21])=[O:20])=[CH:17][CH:18]=1)=[O:31])([O:3][C:4]([CH3:7])([CH3:6])[CH3:5])=[O:2]. Procedure: The product from Step B, 2.II, 207 mg, in 9 ml of CH2Cl2 is treated dropwise at 0° C. over 70 minutes with 121 mg of m-chloroperbenzoic acid (MCPBA) (85%) in 9 ml of CH2Cl2 under N2. The solution is stirred 1 hour at 25° C., washed with aqueous NaHCO3, dried with MgSO4, filtered, evaporated (209 mg) and purified by preparative thin layer chromatography on silica gel with 4:1 (v/v) CHCl3 -ethylacetate, affording 97 mg of pure product, Rf 0.25. Reactants: Brc1ccc2cccc(Br)c2n1, COCCOc1ccn2ccnc2c1, ClCCl, [K+], [K+], CC(=O)[O-], CC(=O)[O-], O=C([O-])[O-], C1COCCO1, O, [Pd+2], c1ccc(P(c2ccccc2)(c2ccccc2)[Pd](P(c2ccccc2)(c2ccccc2)c2ccccc2)(P(c2ccccc2)(c2ccccc2)c2ccccc2)P(c2ccccc2)(c2ccccc2)c2ccccc2)cc1. The product is COCCOc1ccn2c(-c3ccc4cccc(Br)c4n3)cnc2c1. As a reaction SMILES: [Br:1][c:2]1[n:3][c:4]2[c:5]([Br:12])[cH:6][cH:7][cH:8][c:9]2[cH:10][cH:11]1.[CH3:13][O:14][CH2:15][CH2:16][O:17][c:18]1[cH:19][c:20]2[n:21]([cH:22][cH:23]1)[cH:24][cH:25][n:26]2.[Cl:39][CH2:40][Cl:41].[K+:27].[K+:28].[O-:120][C:121]([CH3:122])=[O:123].[O-:124][C:125]([CH3:126])=[O:127].[O-:29][C:30]([O-:31])=[O:32].[O:33]1[CH2:34][CH2:35][O:36][CH2:37][CH2:38]1.[OH2:128].[Pd+2:119].[cH:42]1[cH:43][cH:44][c:45]([P:46]([Pd:47]([P:48]([c:49]2[cH:50][cH:51][cH:52][cH:53][cH:54]2)([c:55]2[cH:56][cH:57][cH:58][cH:59][cH:60]2)[c:61]2[cH:62][cH:63][cH:64][cH:65][cH:66]2)([P:67]([c:68]2[cH:69][cH:70][cH:71][cH:72][cH:73]2)([c:74]2[cH:75][cH:76][cH:77][cH:78][cH:79]2)[c:80]2[cH:81][cH:82][cH:83][cH:84][cH:85]2)[P:86]([c:87]2[cH:88][cH:89][cH:90][cH:91][cH:92]2)([c:93]2[cH:94][cH:95][cH:96][cH:97][cH:98]2)[c:99]2[cH:100][cH:101][cH:102][cH:103][cH:104]2)([c:105]2[cH:106][cH:107][cH:108][cH:109][cH:110]2)[c:111]2[cH:112][cH:113][cH:114][cH:115][cH:116]2)[cH:117][cH:118]1>>[c:2]1(-[c:24]2[n:21]3[c:20]([cH:19][c:18]([O:17][CH2:16][CH2:15][O:14][CH3:13])[cH:23][cH:22]3)[n:26][cH:25]2)[n:3][c:4]2[c:5]([Br:12])[cH:6][cH:7][cH:8][c:9]2[cH:10][cH:11]1. The reactants are OC1CCSC2=C(C(=CC=C12)C(=O)OC)C (methyl 4-hydroxy-8-methylthiochroman-7-carboxylate), S(O)(O)(=O)=O (sulfuric acid), C(C)O (ethanol). Yields the product C(C)OC1CCSC2=C(C(=CC=C12)C(=O)OC)C (Methyl 4-ethoxy-8-methylthiochroman-7-carboxylate). Reaction SMILES: [OH:1][CH:2]1[C:11]2[C:6](=[C:7]([CH3:16])[C:8]([C:12]([O:14][CH3:15])=[O:13])=[CH:9][CH:10]=2)[S:5][CH2:4][CH2:3]1.S(=O)(=O)(O)O.[CH2:22](O)[CH3:23]>>[CH2:22]([O:1][CH:2]1[C:11]2[C:6](=[C:7]([CH3:16])[C:8]([C:12]([O:14][CH3:15])=[O:13])=[CH:9][CH:10]=2)[S:5][CH2:4][CH2:3]1)[CH3:23]. Procedure: 13.8 g (0.058 mol) of methyl 4-hydroxy-8-methylthiochroman-7-carboxylate are heated at boiling point for 4 hours in 60 ml of ethanol with addition of 1 g of sulfuric acid. The solvent is then distilled off and the residue is taken up with water. The aqueous phase is extracted with ethyl acetate. The organic phase is washed with sodium hydrogen carbonate solution, dried and concentrated. The product is purified by chromatography. Reactants: COC1=C2OC=3C=C(C=CC3C(C2=CC=C1)=C1CC2CCC(C1)N2C(C(F)(F)F)=O)C2=NOC(N2)=O (3-{5-Methoxy-9-[8-(2,2,2-trifluoro-acetyl)-8-aza-bicyclo[3.2.1]oct-3-ylidene]-9H-xanthen-3-yl}-4H-[1,2,4]oxadiazol-5-one), B(Br)(Br)Br (BBr3). Solvent: C(Cl)Cl (CH2Cl2). Conditions: time 24 hour. Product: OC1=C2OC=3C=C(C=CC3C(C2=CC=C1)=C1CC2CCC(C1)N2C(C(F)(F)F)=O)C2=NOC(N2)=O (3-{5-Hydroxy-9-[8-(2,2,2-trifluoro-acetyl)-8-aza-bicyclo[3.2.1]oct-3-ylidene]-9H-xanthen-3-yl}-4H-[1,2,4]oxadiazol-5-one). As a reaction SMILES: C[O:2][C:3]1[CH:16]=[CH:15][CH:14]=[C:13]2[C:4]=1[O:5][C:6]1[CH:7]=[C:8]([C:31]3[NH:35][C:34](=[O:36])[O:33][N:32]=3)[CH:9]=[CH:10][C:11]=1[C:12]2=[C:17]1[CH2:23][CH:22]2[N:24]([C:25](=[O:30])[C:26]([F:29])([F:28])[F:27])[CH:19]([CH2:20][CH2:21]2)[CH2:18]1.B(Br)(Br)Br>C(Cl)Cl>[OH:2][C:3]1[CH:16]=[CH:15][CH:14]=[C:13]2[C:4]=1[O:5][C:6]1[CH:7]=[C:8]([C:31]3[NH:35][C:34](=[O:36])[O:33][N:32]=3)[CH:9]=[CH:10][C:11]=1[C:12]2=[C:17]1[CH2:23][CH:22]2[N:24]([C:25](=[O:30])[C:26]([F:29])([F:27])[F:28])[CH:19]([CH2:20][CH2:21]2)[CH2:18]1. Procedure details: To a solution of Compound 21h (0.355 g, 1.19 mmol) in CH2Cl2 (30 mL) was added dropwise BBr3 (1.0M in CH2Cl2, 5.97 mL, 5.97 mmol) at 0° C. The mixture was stirred at rt for 24 h, and quenched with a saturated NaHCO3 solution (20 mL). The organic layer was dried over MgSO4 and concentrated. The crude product was used in the next reaction without further purification. MS m/z (MH+) 485.8. The reactants are CC(=O)OO, CC(=O)O, CC(C)O, Fc1ccccc1Oc1cccnc1. Yields the product [O-][n+]1cccc(Oc2ccccc2F)c1. As a reaction SMILES: [C:15]([O:16][OH:18])(=[O:17])[CH3:19].[CH3:24][C:25](=[O:26])[OH:27].[CH:20]([OH:21])([CH3:22])[CH3:23].[F:1][c:2]1[c:3]([O:4][c:5]2[cH:6][n:7][cH:8][cH:9][cH:10]2)[cH:11][cH:12][cH:13][cH:14]1>>[F:1][c:2]1[c:3]([O:4][c:5]2[cH:6][n+:7]([O-:17])[cH:8][cH:9][cH:10]2)[cH:11][cH:12][cH:13][cH:14]1.